From a dataset of the Open Reaction Database (ORD), a public repository of structured organic reaction records. describe an organic reaction: reactants, conditions, products, and yield The reactants are C(C)(C)(C)OC(=O)N(C(=O)OC(C)(C)C)CC=1C=C(C=CC1)C1CCNCC1 (4-[3-(N,N-di-tert-butoxycarbonylaminomethyl)phenyl]piperidine), C(C)(C)N(CC)C(C)C (diisopropylethylamine), F[B-](F)(F)F.N1(N=NC2=C1C=CC=C2)OC(=[N+](C)C)N(C)C (2-(1H-Benzotriazol-1-yl)-1,1,3,3-tetramethyluronium tetrafluoroborate), CSC1=C2C(=C(S1)C(=O)O)CCCC2=O (3-methylsulfanyl-4-oxo-4,5,6,7-tetrahydro-benzo[c]thiophene-1-carboxylic acid), C(C)(C)N(CC)C(C)C (diisopropylethylamine). Run in CN(C=O)C (dimethylformamide), CN(C=O)C (dimethylformamide). Run at time 10 minute. Product: C(C)(C)(C)OC(=O)N(C(=O)OC(C)(C)C)CC=1C=C(C=CC1)C1CCN(CC1)C(=O)C=1SC(=C2C1CCCC2=O)SC (1-{1-[4-(3-(N,N-di-tert -butoxycarbonylaminomethyl)phenyl)-piperidin-1-yl]-methanoyl}-3-methylsulfanyl-6,7-dihydro-5H-benzo[c]thiophen-4-one), oil. As a reaction SMILES: F[B-](F)(F)F.N1(OC(N(C)C)=[N+](C)C)C2C=CC=CC=2N=N1.[CH3:23][S:24][C:25]1[S:29][C:28]([C:30]([OH:32])=O)=[C:27]2[CH2:33][CH2:34][CH2:35][C:36](=[O:37])[C:26]=12.C(N(C(C)C)CC)(C)C.[C:47]([O:51][C:52]([N:54]([CH2:62][C:63]1[CH:64]=[C:65]([CH:69]2[CH2:74][CH2:73][NH:72][CH2:71][CH2:70]2)[CH:66]=[CH:67][CH:68]=1)[C:55]([O:57][C:58]([CH3:61])([CH3:60])[CH3:59])=[O:56])=[O:53])([CH3:50])([CH3:49])[CH3:48]>CN(C)C=O>[C:58]([O:57][C:55]([N:54]([CH2:62][C:63]1[CH:64]=[C:65]([CH:69]2[CH2:70][CH2:71][N:72]([C:30]([C:28]3[S:29][C:25]([S:24][CH3:23])=[C:26]4[C:36](=[O:37])[CH2:35][CH2:34][CH2:33][C:27]=34)=[O:32])[CH2:73][CH2:74]2)[CH:66]=[CH:67][CH:68]=1)[C:52]([O:51][C:47]([CH3:50])([CH3:49])[CH3:48])=[O:53])=[O:56])([CH3:59])([CH3:60])[CH3:61] |f:0.1|. Procedure details: 2-(1H-Benzotriazol-1-yl)-1,1,3,3-tetramethyluronium tetrafluoroborate (TBTU) (120 mg, 0.38 mmol) was added to a room temperature solution of 3-methylsulfanyl-4-oxo-4,5,6,7-tetrahydro-benzo[c]thiophene-1-carboxylic acid (88 mg, 0.36 mmol) and diisopropylethylamine (140 mg, 1.08 mmol) in dimethylformamide (2 mL), under nitrogen. The reaction mixture was stirred for 10 minutes at room temperature before adding a solution of 4-[3-(N,N-di-tert-butoxycarbonylaminomethyl)phenyl]piperidine (140 mg, 0.36... Reactants: O (water), solution, sodium dihydridobis(2-methoxy-ethoxy)aluminate, CSC1=C(C(=O)O)C=CC=C1 (2-methylsulfanylbenzoic acid). The solvent is C1(=CC=CC=C1)C (toluene). Run at time 5 hour. The product is CSC1=C(C=CC=C1)CO ((2-Methylsulfanylphenyl)methanol). The yield is 100.3%. Reaction SMILES: [CH3:1][S:2][C:3]1[CH:11]=[CH:10][CH:9]=[CH:8][C:4]=1[C:5](O)=[O:6].O>C1(C)C=CC=CC=1>[CH3:1][S:2][C:3]1[CH:11]=[CH:10][CH:9]=[CH:8][C:4]=1[CH2:5][OH:6]. Procedure: 5 g of 2-methylsulfanylbenzoic acid were dissolved in 50 ml of toluene, treated in portions at 20° C. with 14.5 ml of a solution of sodium dihydridobis(2-methoxy-ethoxy)aluminate (Red-AI®; 65% strength in toluene) and stirred for 5 h. The reaction mixture was added to 200 ml of water and extracted three times with 100 ml each of EA. The combined organic phases were dried with magnesium sulfate and the solvent was removed in vacuo. 4.6 g of the crude title compound were obtained as a brown oil. The reactants are FC1=C(CC2NCCC(C2)C(=O)OC)C=CC(=C1)F (methyl 2-(2,4-difluorobenzyl)piperidine-4-carboxylate), CCN(C(C)C)C(C)C (DIPEA), Cl (HCl), C(OC)(=O)Cl (methyl carbonochloridate). Solvent: C(Cl)Cl (DCM), CC(C)(C)OC (MTBE). Conditions: time 4 hour. Product: FC1=C(CC2N(CCC(C2)C(=O)OC)C(=O)OC)C=CC(=C1)F (dimethyl 2-(2,4-difluorobenzyl)piperidine-1,4-dicarboxylate). Isolated yield 98.6%. As a reaction SMILES: [F:1][C:2]1[CH:18]=[C:17]([F:19])[CH:16]=[CH:15][C:3]=1[CH2:4][CH:5]1[CH2:10][CH:9]([C:11]([O:13][CH3:14])=[O:12])[CH2:8][CH2:7][NH:6]1.CCN(C(C)C)C(C)C.[C:29](Cl)(=[O:32])[O:30][CH3:31].Cl>C(Cl)Cl.CC(OC)(C)C>[F:1][C:2]1[CH:18]=[C:17]([F:19])[CH:16]=[CH:15][C:3]=1[CH2:4][CH:5]1[CH2:10][CH:9]([C:11]([O:13][CH3:14])=[O:12])[CH2:8][CH2:7][N:6]1[C:29]([O:30][CH3:31])=[O:32]. Reported procedure: To a solution of methyl 2-(2,4-difluorobenzyl)piperidine-4-carboxylate (7.1 g, 26.37 mmol) in DCM (100 mL) was added DIPEA (6.5 mL, 37.32 mmol) followed by methyl carbonochloridate (2.3 mL, 29.21 mmol) dropwise. After completed addition the reaction mixture was stirred at room temperature for 4 h, then 2 M HCl was added. The organic layer was diluted with MTBE, the biphasic mixture was filtered to remove insolubles and after phase separation the organic layer was washed with brine and satd NaHCO... The reactants are C(C=C)C1=C(C(=O)OC)C=C(C(=C1)F)F (methyl 2-allyl-4,5-difluorobenzoate), [H-].[H-].[H-].[H-].[Li+].[Al+3] (LAH). Run in C1CCOC1 (THF). Conditions: time 1 hour. Yields the product C(C=C)C1=C(C=C(C(=C1)F)F)CO ((2-allyl-4,5-difluorophenyl)methanol). Yield: 48.0%. As a reaction SMILES: [CH2:1]([C:4]1[CH:13]=[C:12]([F:14])[C:11]([F:15])=[CH:10][C:5]=1[C:6](OC)=[O:7])[CH:2]=[CH2:3].[H-].[H-].[H-].[H-].[Li+].[Al+3]>C1COCC1>[CH2:1]([C:4]1[CH:13]=[C:12]([F:14])[C:11]([F:15])=[CH:10][C:5]=1[CH2:6][OH:7])[CH:2]=[CH2:3] |f:1.2.3.4.5.6|. Reported procedure: To a mixture of methyl 2-allyl-4,5-difluorobenzoate (360 mg, 1.697 mmol) in THF (4 mL) was added LAH (3.39 mL, 3.39 mmol) and the reaction was stirred at rt for 1 h. It was then quenched with NH4Cl and extracted with EtOAc. The organic layer was dried over MgSO4, filtered and concentrated to obtain an oil, which was then purified by biotage, eluting with 10% EtOAc/hexane to isolate (2-allyl-4,5-difluorophenyl)methanol (150 mg, 0.814 mmol, 48.0% yield) as an oil. 1H NMR (400 MHz, CDCl3) δ 7.34-7.... The yield is 72.0%. Reaction conditions: time 18 hour. Reported procedure: 4-(2-Chlorophenyl)-6-(2-hydroxyethyl)-9-methoxy-4,5,6,10c-tetrahydropyrrolo[3,4-c]carbazole-1,3(2H, 3aH)-dione (IV; Ar=2-chlorophenyl, R10═CH2CH2OH) (45) prepared according to example 42 was reacted with MnO2 using the procedure described in example 79 except that the reaction time was 18 h gave 4-(2-Chlorophenyl)-6-(2-hydroxyethyl)-9-methoxypyrrolo[3,4-c]carbazole-1,3(2H,6H)-dione (V; Ar=2-chlorophenyl, R10═CH2CH2OH) (46) in a 72% yield as a yellow powder, mp 255–257° C. 1H NMR δ [(CD3)2SO] 11.... The product is ClC1=C(C=CC=C1)C1=CC=2N(C=3C=CC(=CC3C2C2=C1C(NC2=O)=O)OC)CCO (4-(2-Chlorophenyl)-6-(2-hydroxyethyl)-9-methoxypyrrolo[3,4-c]carbazole-1,3(2H,6H)-dione). The reactants are ClC1=C(C=CC=C1)C1CC=2N(C=3C=CC(=CC3C2C2C1C(NC2=O)=O)OC)CCO (4-(2-Chlorophenyl)-6-(2-hydroxyethyl)-9-methoxy-4,5,6,10c-tetrahydropyrrolo[3,4-c]carbazole-1,3(2H, 3aH)-dione), IV, ( 45 ). As a reaction SMILES: [Cl:1][C:2]1[CH:7]=[CH:6][CH:5]=[CH:4][C:3]=1[CH:8]1[CH:20]2[C:21](=[O:25])[NH:22][C:23](=[O:24])[CH:19]2[C:18]2[C:17]3[CH:16]=[C:15]([O:26][CH3:27])[CH:14]=[CH:13][C:12]=3[N:11]([CH2:28][CH2:29][OH:30])[C:10]=2[CH2:9]1>O=[Mn]=O>[Cl:1][C:2]1[CH:7]=[CH:6][CH:5]=[CH:4][C:3]=1[C:8]1[C:20]2[C:21](=[O:25])[NH:22][C:23](=[O:24])[C:19]=2[C:18]2[C:17]3[CH:16]=[C:15]([O:26][CH3:27])[CH:14]=[CH:13][C:12]=3[N:11]([CH2:28][CH2:29][OH:30])[C:10]=2[CH:9]=1. The reagents and catalysts are O=[Mn]=O (MnO2).